Dataset: the Open Reaction Database (ORD), a public repository of structured organic reaction records. Task: describe an organic reaction: reactants, conditions, products, and yield Reactants: CN(C)C=O, O=C(O)c1cc([N+](=O)[O-])c(O)cc1O, O=S(Cl)Cl. Product: O=C(Cl)c1cc([N+](=O)[O-])c(O)cc1O. As a reaction SMILES: [CH3:19][N:20]([CH3:21])[CH:22]=[O:23].[OH:1][c:2]1[c:3]([C:4](=[O:5])[OH:6])[cH:7][c:8]([N+:12](=[O:13])[O-:14])[c:9]([OH:11])[cH:10]1.[S:15]([Cl:16])([Cl:17])=[O:18]>>[OH:1][c:2]1[c:3]([C:4](=[O:5])[Cl:17])[cH:7][c:8]([N+:12](=[O:13])[O-:14])[c:9]([OH:11])[cH:10]1. Starting materials: ClC1=CC=C(CO[C@H]2CNCC2)C=C1 ((R)-3-(4-chloro-benzyloxy)-pyrrolidine), C([O-])([O-])=O.[K+].[K+] (potassium carbonate), BrCC\C=C/1\C2=C(OCC3=C1C=CC=N3)C=CC(=C2)C(C)(C)O ((E)-2-[5-(3-bromo-propylidene)-5,11-dihydro-10-oxa-1-aza-dibenzo[a,d]cyclohepten-7-yl]-propan-2-ol). The solvent is C(C)#N.O (acetonitrile water). Reaction conditions: time 24 hour. Product: ClC1=CC=C(COC2CN(CC2)CCC=C2C3=C(OCC4=C2C=CC=N4)C=CC(=C3)C(C)(C)O)C=C1 (2-(5-{3-[3-(4-Chloro-benzyloxy)-pyrrolidin-1-yl]-propylidene}-5,11-dihydro-10-oxa-1-aza-dibenzo[a,d]cyclohepten-7-yl)-propan-2-ol). As a reaction SMILES: [Cl:1][C:2]1[CH:14]=[CH:13][C:5]([CH2:6][O:7][C@@H:8]2[CH2:12][CH2:11][NH:10][CH2:9]2)=[CH:4][CH:3]=1.C(=O)([O-])[O-].[K+].[K+].Br[CH2:22][CH2:23]/[CH:24]=[C:25]1/[C:26]2[CH:39]=[C:38]([C:40]([OH:43])([CH3:42])[CH3:41])[CH:37]=[CH:36][C:27]=2[O:28][CH2:29][C:30]2[N:35]=[CH:34][CH:33]=[CH:32][C:31]/1=2>C(#N)C.O>[Cl:1][C:2]1[CH:14]=[CH:13][C:5]([CH2:6][O:7][CH:8]2[CH2:12][CH2:11][N:10]([CH2:22][CH2:23][CH:24]=[C:25]3[C:31]4[CH:32]=[CH:33][CH:34]=[N:35][C:30]=4[CH2:29][O:28][C:27]4[CH:36]=[CH:37][C:38]([C:40]([OH:43])([CH3:42])[CH3:41])=[CH:39][C:26]3=4)[CH2:9]2)=[CH:4][CH:3]=1 |f:1.2.3,5.6|. Reported procedure: To a solution of (R)-3-(4-chloro-benzyloxy)-pyrrolidine (0.88 mmol, 2.0 eq) in acetonitrile:water (4:1) was added potassium carbonate (0.88 mmol, 2.0 eqv) and (E)-2-[5-(3-bromo-propylidene)-5,11-dihydro-10-oxa-1-aza-dibenzo[a,d]cyclohepten-7-yl]-propan-2-ol and the resulting mixture was stirred at room temperature for 24 h. The reaction mixture was concentrated in vacuo, diluted with ethyl acetate, and dried over sodium sulfate. The crude product was purified by Reverse Phase HPLC. 1H-NMR (CDCl3... RXN SMILES: [Cl:1][C:2]1[CH:7]=[CH:6][CH:5]=[CH:4][C:3]=1[C:8]1[N:9]([C:21]2[CH:26]=[CH:25][C:24]([N+:27]([O-:29])=[O:28])=[CH:23][CH:22]=2)[C:10]([CH3:20])=[C:11]([C:13]([O:15]C(C)(C)C)=[O:14])[N:12]=1.FC(F)(F)C(O)=O>ClCCl>[Cl:1][C:2]1[CH:7]=[CH:6][CH:5]=[CH:4][C:3]=1[C:8]1[N:9]([C:21]2[CH:26]=[CH:25][C:24]([N+:27]([O-:29])=[O:28])=[CH:23][CH:22]=2)[C:10]([CH3:20])=[C:11]([C:13]([OH:15])=[O:14])[N:12]=1. Product: ClC1=C(C=CC=C1)C=1N(C(=C(N1)C(=O)O)C)C1=CC=C(C=C1)[N+](=O)[O-] (2-(2-chlorophenyl)-5-methyl-1-(4-nitrophenyl)-1H-imidazole-4-carboxylic acid). Reaction conditions: time 2 hour. Reported procedure: t-Butyl 2-(2-chlorophenyl)-5-methyl-1-(4-nitrophenyl)-1H-imidazole-4-carboxylate (69 mg, 0.17 mmol) was dissolved in dry dichloromethane (2 mL) and treated dropwise with trifluoroacetic acid (2 mL). After stirring at rt for 2 h, the solution was concentrated to give 2-(2-chlorophenyl)-5-methyl-1-(4-nitrophenyl)-1H-imidazole-4-carboxylic acid as a yellow foam, which was used without purification in the preparation of Example 23. Solvent: ClCCl (dichloromethane). Reactants: ClC1=C(C=CC=C1)C=1N(C(=C(N1)C(=O)OC(C)(C)C)C)C1=CC=C(C=C1)[N+](=O)[O-] (t-Butyl 2-(2-chlorophenyl)-5-methyl-1-(4-nitrophenyl)-1H-imidazole-4-carboxylate), FC(C(=O)O)(F)F (trifluoroacetic acid). Reactants: ClC=1C=CC=C2C=C(C(=NC12)C=1SC(=NN1)C)[C@H](C)N1C(C2=CC=CC=C2C1=O)=O (2-((S)-1-(8-chloro-2-(5-methyl-1,3,4-thiadiazol-2-yl)-quinolin-3-yl)ethyl)isoindoline-1,3-dione), O.NN (hydrazine monohydrate). Run in C1CCOC1 (THF), C(C)O (ethanol). Reaction conditions: temperature 90 celsius. Product: ClC=1C=CC=C2C=C(C(=NC12)C=1SC(=NN1)C)[C@H](C)N ((1S)-1-(8-chloro-2-(5-methyl-1,3,4-thiadiazol-2-yl)quinolin-3-yl)ethanamine). As a reaction SMILES: [Cl:1][C:2]1[CH:3]=[CH:4][CH:5]=[C:6]2[C:11]=1[N:10]=[C:9]([C:12]1[S:13][C:14]([CH3:17])=[N:15][N:16]=1)[C:8]([C@@H:18]([N:20]1C(=O)C3C(=CC=CC=3)C1=O)[CH3:19])=[CH:7]2.O.NN>C1COCC1.C(O)C>[Cl:1][C:2]1[CH:3]=[CH:4][CH:5]=[C:6]2[C:11]=1[N:10]=[C:9]([C:12]1[S:13][C:14]([CH3:17])=[N:15][N:16]=1)[C:8]([C@@H:18]([NH2:20])[CH3:19])=[CH:7]2 |f:1.2|. Procedure: To a stirred solution of 2-((S)-1-(8-chloro-2-(5-methyl-1,3,4-thiadiazol-2-yl)-quinolin-3-yl)ethyl)isoindoline-1,3-dione (30 mg, 69 μmol) in THF (1.0 mL) and ethanol (3.0 mL) was added hydrazine monohydrate (69 μl, 1380 μmol). The reaction was heated to 90° C. for 40 minutes and then cooled to room temperature and evaporated in vacuo. The resulting residue was diluted with ethyl acetate (60 mL) and water (40 mL) and the aqueous layer was extracted with ethyl acetate (30 mL). The combined organic... The reactants are N (NH3), S1C(=CC=C1)S(=O)(=O)Cl (thiophene-2-sulfonyl chloride), Cl (HCl). Solvent: C1CCOC1 (THF). Conditions: time 2 hour. Product: S1C(=CC=C1)S(=O)(=O)N (Thiophene-2-sulfonamide). Yield: 65.0%. RXN SMILES: [S:1]1[CH:5]=[CH:4][CH:3]=[C:2]1[S:6](Cl)(=[O:8])=[O:7].[NH3:10].Cl>C1COCC1>[S:1]1[CH:5]=[CH:4][CH:3]=[C:2]1[S:6]([NH2:10])(=[O:8])=[O:7]. Procedure: 365.3 mg thiophene-2-sulfonyl chloride was dissolved in 5 ml THF, to which at 0° C. was added 1.7 ml NH3 solution drop wise. The resulting mixture was stirred at r.t. for 2 hrs and acidified with conc. HCl at 0° C. to pH=˜2. The organic solvent was removed via rotavap and the aqueous suspension was extracted with ethyl acetate. The extract was combined and washed with saturated NaHCO3 solution, water and brine. Dried over Na2SO4, the organic phase was filtered and the filtrate was concentrated a... The solvent is CO (methanol). Reaction SMILES: [CH3:1][N:2]([CH2:4][CH2:5][CH2:6][CH2:7][C:8]1[CH:13]=[CH:12][CH:11]=[CH:10][CH:9]=1)[CH3:3].[CH3:14][I:15]>CO>[I-:15].[CH3:1][N+:2]([CH2:4][CH2:5][CH2:6][CH2:7][C:8]1[CH:9]=[CH:10][CH:11]=[CH:12][CH:13]=1)([CH3:14])[CH3:3] |f:3.4|. Procedure details: To a solution of 287 mg of N,N-dimethyl-4-phenylbutylamine in 3 ml of absolute methanol, 505 μl of methyl iodide was added at a room temperature with stirring, and the mixture was stirred at a room temperature for 6.5 hours. The reaction mixture was concentrated under a reduced pressure, and after adding ethyl acetate allowed to stand for formation of crystal. The crystal was filtered, washed with ethyl acetate, and dried under a reduced pressure to obtain 439 mg of the title compound as a color... Product: [I-].C[N+](C)(C)CCCCC1=CC=CC=C1 (N,N,N-Trimethyl-4-phenylbutylammonium iodide). The reactants are CN(C)CCCCC1=CC=CC=C1 (N,N-dimethyl-4-phenylbutylamine), CI (methyl iodide). The reactants are ClC1=CC(=NC=C1C(=O)N)Cl (4,6-Dichloronicotinamide), N1=CC(=CC=C1)CN (3-picolylamine), CCN(C(C)C)C(C)C (DIEA). The solvent is CN1CCCC1=O (NMP). Reaction conditions: temperature 60 celsius, time 20 hour. Yields the product ClC1=NC=C(C(=O)N)C(=C1)NCC=1C=NC=CC1 (6-chloro-4-(pyridin-3-ylmethylamino)nicotinamide). Isolated yield 82.6%. As a reaction SMILES: Cl[C:2]1[C:7]([C:8]([NH2:10])=[O:9])=[CH:6][N:5]=[C:4]([Cl:11])[CH:3]=1.[N:12]1[CH:17]=[CH:16][CH:15]=[C:14]([CH2:18][NH2:19])[CH:13]=1.CCN(C(C)C)C(C)C>CN1C(=O)CCC1>[Cl:11][C:4]1[CH:3]=[C:2]([NH:19][CH2:18][C:14]2[CH:13]=[N:12][CH:17]=[CH:16][CH:15]=2)[C:7]([C:8]([NH2:10])=[O:9])=[CH:6][N:5]=1. Procedure details: A mixture of 4,6-Dichloronicotinamide (1, 950 mg, 5 mmoles), 3-picolylamine (756 mg, 7 mmoles) and DIEA (12 mmoles) in NMP (5 mL) was stirred at 60° C. for 20 hrs. The reaction mixture was concentrated under an oil pump. The residue was washed with water and dried under an oil pump. The desired 6-chloro-4-(pyridin-3-ylmethylamino)nicotinamide (2, 1.085 g) was obtained. MS+: 263.1, UV: λ=220.9; 260.9 nm. 1H NMR: (CDCl3) δ8.96 (s, 1H), δ8.60 (s, 1H), δ8.57 (d, J=3.2 Hz, 1H), δ8.30 (s, 1H), δ7.64 (... Reactants: C(=O)(OC)/C=C/C1=C(C=CC(=C1)OC)C1C(C(C2=CC=C(C=C12)OCCC)C1=CC2=C(C=C1)OCO2)C(=O)[O-] (3-[2-[(E)-2-carbomethoxyethen-1-yl]-4-methoxyphenyl]-1-(3,4-methylenedioxyphenyl)-5-(prop-1-yloxy)indane-2-carboxylate), [OH-].[Na+] (NaOH). Run in O1CCOCC1 (dioxane). The product is C(=O)(O)/C=C/C1=C(C=CC(=C1)OC)C1C(C(C2=CC=C(C=C12)OCCC)C1=CC2=C(C=C1)OCO2)C(=O)O ((1RS,2SR, 3SR)-3-[2-[(E)-2-Carboxyethen-1-yl]-4-methoxyphenyl]-1-(3,4-methylenedioxyphenyl)-5-(prop-1-yloxy)indane-2carboxylic acid), solid. The yield is 96.0%. RXN SMILES: [C:1](/[CH:5]=[CH:6]/[C:7]1[CH:12]=[C:11]([O:13][CH3:14])[CH:10]=[CH:9][C:8]=1[CH:15]1[C:23]2[C:18](=[CH:19][CH:20]=[C:21]([O:24][CH2:25][CH2:26][CH3:27])[CH:22]=2)[CH:17]([C:28]2[CH:33]=[CH:32][C:31]3[O:34][CH2:35][O:36][C:30]=3[CH:29]=2)[CH:16]1[C:37]([O-:39])=[O:38])([O:3]C)=[O:2].[OH-].[Na+]>O1CCOCC1>[C:1](/[CH:5]=[CH:6]/[C:7]1[CH:12]=[C:11]([O:13][CH3:14])[CH:10]=[CH:9][C:8]=1[CH:15]1[C:23]2[C:18](=[CH:19][CH:20]=[C:21]([O:24][CH2:25][CH2:26][CH3:27])[CH:22]=2)[CH:17]([C:28]2[CH:33]=[CH:32][C:31]3[O:34][CH2:35][O:36][C:30]=3[CH:29]=2)[CH:16]1[C:37]([OH:39])=[O:38])([OH:3])=[O:2] |f:1.2|. Procedure details: To a solution of methyl (1RS, 2SR, 3SR)-3-[2-[(E)-2-carbomethoxyethen-1-yl]-4-methoxyphenyl]-1-(3,4-methylenedioxyphenyl)-5-(prop-1-yloxy)indane-2-carboxylate (80 mg, 0.15 mmol) in dioxane (2 ml) was added 1 N NaOH (0.5 ml, 0.5 mmol). The resulting mixture was heated to reflux for 3 h, then cooled and concentrated under reduced pressure. The residue was partitioned between dilute aqueous HCl and ethyl acetate. The ethyl acetate extract was washed with water and dried (MgSO4 anhydrous). The solve... Reactants: O=C(CNC(=O)c1cccc(C(F)(F)F)c1)NC1CNC1, O=C1CCC(O)(c2ccc3c(c2)OCCO3)CC1. The product is O=C(CNC(=O)c1cccc(C(F)(F)F)c1)NC1CN(C2CCC(O)(c3ccc4c(c3)OCCO4)CC2)C1. As a reaction SMILES: [NH:19]1[CH2:20][CH:21]([NH:23][C:24](=[O:25])[CH2:26][NH:27][C:28]([c:29]2[cH:30][c:31]([C:35]([F:36])([F:37])[F:38])[cH:32][cH:33][cH:34]2)=[O:39])[CH2:22]1.[O:1]1[CH2:2][CH2:3][O:4][c:5]2[c:6]1[cH:7][cH:8][c:9]([C:11]1([OH:18])[CH2:12][CH2:13][C:14](=[O:17])[CH2:15][CH2:16]1)[cH:10]2>>[O:1]1[CH2:2][CH2:3][O:4][c:5]2[c:6]1[cH:7][cH:8][c:9]([C:11]1([OH:18])[CH2:12][CH2:13][CH:14]([N:19]3[CH2:20][CH:21]([NH:23][C:24](=[O:25])[CH2:26][NH:27][C:28]([c:29]4[cH:30][c:31]([C:35]([F:36])([F:37])[F:38])[cH:32][cH:33][cH:34]4)=[O:39])[CH2:22]3)[CH2:15][CH2:16]1)[cH:10]2.